From a dataset of the Open Reaction Database (ORD), a public repository of structured organic reaction records. describe an organic reaction: reactants, conditions, products, and yield Reactants: Cl (hydrochloric acid), Cl.FC=1C=CC(=C(C1)C1CC(C=2C(=CC=NC2C1)C)=O)OC (7-(5-fluoro-2-methoxyphenyl)-4-methyl-5,6,7,8-tetrahydroquinolin-5-one hydrochloride), C(=N)(N)NN.Cl (aminoguanidine hydrochloride). Run in C(C)O (ethanol). Run at temperature 110 celsius, time 2 hour. The product is Cl.FC=1C=CC(=C(C1)C1CC(C=2C(=CC=NC2C1)C)=NNC(=N)N)OC (7-(5-fluoro-2-methoxyphenyl)-5-guanidinoimino-4-methyl-5,6,7,8-tetrahydroquinoline hydrochloride). Isolated yield 99.4%. As a reaction SMILES: [ClH:1].[F:2][C:3]1[CH:4]=[CH:5][C:6]([O:21][CH3:22])=[C:7]([CH:9]2[CH2:18][C:17]3[N:16]=[CH:15][CH:14]=[C:13]([CH3:19])[C:12]=3[C:11](=O)[CH2:10]2)[CH:8]=1.[C:23]([NH:26][NH2:27])([NH2:25])=[NH:24].Cl.Cl>C(O)C>[ClH:1].[F:2][C:3]1[CH:4]=[CH:5][C:6]([O:21][CH3:22])=[C:7]([CH:9]2[CH2:18][C:17]3[N:16]=[CH:15][CH:14]=[C:13]([CH3:19])[C:12]=3[C:11](=[N:27][NH:26][C:23]([NH2:25])=[NH:24])[CH2:10]2)[CH:8]=1 |f:0.1,2.3,6.7|. Procedure details: To a mixture of 7-(5-fluoro-2-methoxyphenyl)-4-methyl-5,6,7,8-tetrahydroquinolin-5-one hydrochloride (1.2 g) and aminoguanidine hydrochloride (0.477 g) were added ethanol (15 ml) and concentrated hydrochloric acid (0.1 ml), and the mixture was stirred at 110° C. (bath temperature) for 2 hours. The reaction solution was cooled to room temperature, and the resulting crystals were filtered and dried to give 7-(5-fluoro-2-methoxyphenyl)-5-guanidinoimino-4-methyl-5,6,7,8-tetrahydroquinoline hydrochlo... The reactants are BrCC1(CCC1)CBr (1,1-bis(bromomethyl)cyclobutane), C([O-])([O-])=O.[K+].[K+] (potassium carbonate), C(O)CN (ethanolamine). Run in C(C)#N (acetonitrile). The product is C1N(CC12CCC2)CCO (2-(2-Azaspiro[3.3]hept-2-yl)ethanol). Reaction SMILES: Br[CH2:2][C:3]1([CH2:7]Br)[CH2:6][CH2:5][CH2:4]1.C(=O)([O-])[O-].[K+].[K+].[CH2:15]([CH2:17][NH2:18])[OH:16]>C(#N)C>[CH2:7]1[C:3]2([CH2:6][CH2:5][CH2:4]2)[CH2:2][N:18]1[CH2:17][CH2:15][OH:16] |f:1.2.3|. Procedure: To a three neck 3 L round bottom flask was added 1,1-bis(bromomethyl)cyclobutane (100 g, 0.43 mol), potassium carbonate (285 g, 2.06 mol), acetonitrile (1000 mL) and ethanolamine (37.8 g, 0.62 mol). The reaction mixture was heated to reflux for 2 days. The reaction mixture was concentrated to half volume and water was added (300 mL). The aqueous layer was extracted with dichloromethane (2×500 mL). The combined organic layers were washed with brine (200 mL), dried over sodium sulfate, filtered, a...